From a dataset of the Open Reaction Database (ORD), a public repository of structured organic reaction records. describe an organic reaction: reactants, conditions, products, and yield Product: ClC1=C(C=C(C(=C1)O)Cl)CC(=O)OC (methyl 2-(2,5-dichloro-4-hydroxyphenyl)acetate). Solvent: ClCCl (dichloromethane). Reported procedure: Boron tribromide (1.581 mL, 16.72 mmol) was added dropwise to 2-(2,5-dichloro-4-methoxyphenyl)acetic acid (Intermediate 4-4; 655 mg, 2.79 mmol) in dichloromethane (20 mL) at ambient temperature under nitrogen. The resulting solution was stirred at ambient temperature for 60 minutes. The reaction mixture was cautiously added to methanol (100 mL) (—care reaction is vigorous and exothermic—mixture became reasonably warm during the addition) and the mixture was stirred for a further 2 hours at ambie... Conditions: time 60 minute. Reaction SMILES: B(Br)(Br)Br.[Cl:5][C:6]1[CH:11]=[C:10]([O:12]C)[C:9]([Cl:14])=[CH:8][C:7]=1[CH2:15][C:16]([OH:18])=[O:17].[CH3:19]O>ClCCl>[Cl:5][C:6]1[CH:11]=[C:10]([OH:12])[C:9]([Cl:14])=[CH:8][C:7]=1[CH2:15][C:16]([O:18][CH3:19])=[O:17]. Yield: 39.4%. The reactants are CO (methanol), B(Br)(Br)Br (Boron tribromide), ClC1=C(C=C(C(=C1)OC)Cl)CC(=O)O (2-(2,5-dichloro-4-methoxyphenyl)acetic acid), ClC1=C(C=C(C(=C1)OC)Cl)CC(=O)O (2-(2,5-dichloro-4-methoxyphenyl)acetic acid). Starting materials: P(OCC)(OCC)OCC (triethyl phosphite), BrCN1C(C=2C(C1=O)=CC=CC2)=O (N-bromomethylphthalimide), P(OC)(OC)OC (trimethyl phosphite), BrCCN1C(C=2C(C1=O)=CC=CC2)=O (N-(2-bromoethyl)phthalimide). Product: C1(C=2C(C(N1CP(OC)(OC)=O)=O)=CC=CC2)=O (dimethyl phthalimidomethylphosphonate). As a reaction SMILES: Br[CH2:2][N:3]1[C:7](=[O:8])[C:6]2=[CH:9][CH:10]=[CH:11][CH:12]=[C:5]2[C:4]1=[O:13].[P:14]([O:19]C)([O:17][CH3:18])[O:15][CH3:16].BrCCN1C(=O)C2=CC=CC=C2C1=O.P(OCC)(OCC)OCC>>[C:7]1(=[O:8])[N:3]([CH2:2][P:14](=[O:19])([O:17][CH3:18])[O:15][CH3:16])[C:4](=[O:13])[C:5]2=[CH:12][CH:11]=[CH:10][CH:9]=[C:6]12. Procedure: Reaction of N-bromomethylphthalimide with trimethyl phosphite as described in Example 18 for N-(2-bromoethyl)phthalimide and triethyl phosphite gives dimethyl phthalimidomethylphosphonate. Starting materials: B, C1CCOC1, CSC, Cl, Cc1c(C)c2c(c(C)c1O)CCC(C)(C(N)=O)O2. Yields the product Cc1c(C)c2c(c(C)c1O)CCC(C)(CN)O2. RXN SMILES: [BH3:22].[CH2:24]1[O:25][CH2:26][CH2:27][CH2:28]1.[CH3:19][S:20][CH3:21].[ClH:23].[OH:1][c:2]1[c:3]([CH3:18])[c:4]2[c:9]([c:10]([CH3:13])[c:11]1[CH3:12])[O:8][C:7]([C:14](=[O:15])[NH2:16])([CH3:17])[CH2:6][CH2:5]2>>[OH:1][c:2]1[c:3]([CH3:18])[c:4]2[c:9]([c:10]([CH3:13])[c:11]1[CH3:12])[O:8][C:7]([CH2:14][NH2:16])([CH3:17])[CH2:6][CH2:5]2. The product is CCCCOc1ccc(C=O)cc1O. RXN SMILES: [C:1](=[O:2])([O-:3])[O-:4].[CH2:19]([CH2:20][CH2:21][CH3:22])[Br:23].[CH3:24][C:25](=[O:26])[CH2:27][CH3:28].[I-:8].[K+:5].[K+:6].[Na+:7].[OH2:29].[OH:9][c:10]1[cH:11][c:12]([CH:13]=[O:14])[cH:15][cH:16][c:17]1[OH:18]>>[OH:9][c:10]1[cH:11][c:12]([CH:13]=[O:14])[cH:15][cH:16][c:17]1[O:18][CH2:19][CH2:20][CH2:21][CH3:22]. Reactants: O=C([O-])[O-], CCCCBr, CCC(C)=O, [I-], [K+], [K+], [Na+], O, O=Cc1ccc(O)c(O)c1. Reactants: C=O (formaldehyde), C(C)(=O)N(CC(=O)O)CC(=O)O (N-acetyliminodiacetic acid), P(O)(O)O (Phosphorous acid), crude product, C(C)(=O)N (acetamide), C=O (formaldehyde), aqueous solution. Run in Cl (hydrochloric acid). The product is P(=O)(O)(O)CN(CC(=O)O)CC(=O)O (N-phosphonomethyliminodiacetic acid). Isolated yield 63.0%. Reaction SMILES: [C:1]([N:4]([CH2:9][C:10]([OH:12])=[O:11])[CH2:5][C:6]([OH:8])=[O:7])(=O)C.C(N)(=O)C.[P:17]([OH:20])([OH:19])[OH:18].C=O>Cl>[P:17]([CH2:1][N:4]([CH2:9][C:10]([OH:12])=[O:11])[CH2:5][C:6]([OH:8])=[O:7])([OH:20])([OH:19])=[O:18]. Procedure details: A crude reaction mixture of N-acetyliminodiacetic acid was prepared from acetamide (5.90 g; 0.10 mol)) by the process described in French Pat. No. 2,523,576. This crude product was dissolved in a 20% aqueous hydrochloric acid solution and the resulting mixture was added to a 250 ml 3-necked flask equipped with an addition funnel and thermometer. Phosphorous acid (8.61 g; 0.105 mol) was added and the solution was heated to a temperature of 106° C.-107° C. When this temperature had been reached, f...